Dataset: the Open Reaction Database (ORD), a public repository of structured organic reaction records. Task: describe an organic reaction: reactants, conditions, products, and yield Reactants: Br.C(C)(=O)N1CC(C(CC1)=O)Br (N-acetyl-3-bromo-4-piperidone hydrobromide), [S-]C#N.[NH4+] (Ammonium thiocyanate), C(C)(=O)N1CC(C(CC1)=O)SC#N (N-acetyl-3-thiocyanato-4-piperidone), Cl (hydrochloric acid), solution. Solvent: O (water), O (water). The product is N1C(SC=2CNCCC21)=O (4,5,6,7-Tetrahydrothiazolo[5,4-c]pyridin-2(1H)-one). Yield: 6.0%. As a reaction SMILES: [S-]C#N.[NH4+].Br.C(N1CCC(=O)C(Br)C1)(=[O:8])C.C([N:20]1[CH2:25][CH2:24][C:23](=O)[CH:22]([S:27][C:28]#[N:29])[CH2:21]1)(=O)C.Cl>O>[NH:29]1[C:23]2[CH2:24][CH2:25][NH:20][CH2:21][C:22]=2[S:27][C:28]1=[O:8] |f:0.1,2.3|. Reported procedure: Ammonium thiocyanate (5.54 g, 72.8 mmol) was mixed with water (450 ml) and heated to 80°. A solution of N-acetyl-3-bromo-4-piperidone hydrobromide (20.0 g, 66.2 mmol) in water (200 ml) was added dropwise over 3 hours. The reaction was then allowed to stir at 80° for sixteen hours. The reaction solution (containing the crude N-acetyl-3-thiocyanato-4-piperidone) was treated with concentrated hydrochloric acid (6 ml of a 12M solution, 93 mmol) and heated to reflux for 2 hours. The reaction mixture ... The reactants are FC1=C(C#N)C=C(C(=C1C)F)F (2,4,5-trifluoro-3-methylbenzonitrile), S(O)(O)(=O)=O (sulfuric acid), ice water. Run at time 1 hour. Yields the product FC1=C(C(=O)N)C=C(C(=C1C)F)F (2,4,5-Trifluoro-3-methylbenzamide). Reaction SMILES: [F:1][C:2]1[C:9]([CH3:10])=[C:8]([F:11])[C:7]([F:12])=[CH:6][C:3]=1[C:4]#[N:5].S(=O)(=O)(O)[OH:14]>>[F:1][C:2]1[C:9]([CH3:10])=[C:8]([F:11])[C:7]([F:12])=[CH:6][C:3]=1[C:4]([NH2:5])=[O:14]. Procedure details: A mixture of 2,4,5-trifluoro-3-methylbenzonitrile (0.50 g) in concentrated sulfuric acid (0.3 ml) was stirred on an oil bath (90° to 100° C.) for 1 hour. After cooling, to the reacting mixture was added ice-water (5 ml), the resulting precipitate was collected by filtration, washed with water sufficiently and dried to give the title compound (0.52 g), mp 105°-108° C. This crystals were recrystallized from hexane to give colorless crystals, mp 112°-113° C.